Dataset: the Open Reaction Database (ORD), a public repository of structured organic reaction records. Task: describe an organic reaction: reactants, conditions, products, and yield Reactants: [H-].[Na+] (sodium hydride), N1(CCCCC1)CC=1C=C(C=CC1)O (3-(1-piperidinylmethyl)phenol), BrCCCC#N (4-Bromobutannitrile). Run in CN(C=O)C (dimethylformamide). Conditions: time 5 hour. Product: N1(CCCCC1)CC=1C=C(OCCCC#N)C=CC1 (4-[3-(1-piperidinylmethyl)phenoxy]butannitrile). The yield is 97.7%. Reaction SMILES: [H-].[Na+].[N:3]1([CH2:9][C:10]2[CH:11]=[C:12]([OH:16])[CH:13]=[CH:14][CH:15]=2)[CH2:8][CH2:7][CH2:6][CH2:5][CH2:4]1.Br[CH2:18][CH2:19][CH2:20][C:21]#[N:22]>CN(C)C=O>[N:3]1([CH2:9][C:10]2[CH:11]=[C:12]([CH:13]=[CH:14][CH:15]=2)[O:16][CH2:18][CH2:19][CH2:20][C:21]#[N:22])[CH2:8][CH2:7][CH2:6][CH2:5][CH2:4]1 |f:0.1|. Reported procedure: A mixture of sodium hydride (1.5 g) and 3-(1-piperidinylmethyl)phenol (11.2 g) in dimethylformamide (60 ml) was stirred at room temperature for 5 h. 4-Bromobutannitrile (9.0 g) was added, and stirring was continued for a further 24 h. The mixture was poured onto ice and extracted with ethyl acetate which was washed with water and brine, and distilled to give the title compound as a colourless oil (14.78 g) b.p. 200°, 0.08 mm; tlc system A Rf 0.8. Starting materials: CC1=C2CCC(C2=CC=C1OC1=NC=C(C(=O)N)C=C1)=O (6-(4-methyl-1-oxo-indan-5-yloxy)-nicotinamide), Ti(iPrO)4, [BH3-]C#N.[Na+] (NaBH3CN), CC1=C2CCC(C2=CC=C1OC1=NC=C(C(=O)N)C=C1)=O (6-(4-methyl-1-oxo-indan-5-yloxy)-nicotinamide), C(CC1=CC=CC=C1)N (phenethylamine). The reagents and catalysts are Cl[Ti](Cl)(Cl)Cl (TiCl4). Product: CC1=C2CCC(C2=CC=C1OC1=NC=C(C(=O)N)C=C1)NCCC1=CC=CC=C1 (6-(4-Methyl-1-phenethylamino-indan-5-yloxy)-nicotinamide). Yield: 81.7%. RXN SMILES: [CH3:1][C:2]1[C:10]([O:11][C:12]2[CH:20]=[CH:19][C:15]([C:16]([NH2:18])=[O:17])=[CH:14][N:13]=2)=[CH:9][CH:8]=[C:7]2[C:3]=1[CH2:4][CH2:5][C:6]2=O.[CH2:22]([NH2:30])[CH2:23][C:24]1[CH:29]=[CH:28][CH:27]=[CH:26][CH:25]=1.[BH3-]C#N.[Na+]>Cl[Ti](Cl)(Cl)Cl>[CH3:1][C:2]1[C:10]([O:11][C:12]2[CH:20]=[CH:19][C:15]([C:16]([NH2:18])=[O:17])=[CH:14][N:13]=2)=[CH:9][CH:8]=[C:7]2[C:3]=1[CH2:4][CH2:5][CH:6]2[NH:30][CH2:22][CH2:23][C:24]1[CH:29]=[CH:28][CH:27]=[CH:26][CH:25]=1 |f:2.3|. Procedure details: Using a method similar to Example 14, using 6-(4-methyl-1-oxo-indan-5-yloxy)-nicotinamide (Intermediate 12, 100 mg, 0.354 mmol), phenethylamine (52 mg, 0.425 mmol), Ti(iPrO)4 (201 mg, 0.708 mmol), TiCl4 (11.0M/DCM, 0.708 ml, 0.708 mmol), and NaBH3CN (44 mg, 0.708 mmol) gives the title compound (112 mg) as a white solid. Mass spectrum (ion spray): m/z=388 (M+1); 1HNMR (CDCl3): 8.57 (s, 1H), 8.14 (d, 1H), 7.32-7.19 (m, 5H), 7.14 (d, 1H), 6.91-6.87 (m, 2H), 6.03 (br. s, 2H), 428 (t, 1H), 3.01 (t, 2... Reactants: Brc1cnc2ccccc2c1, [Li]CCCC, C1CCOC1, CCOCC, CCCC(=O)N(C)OC. Product: CCCC(=O)c1cnc2ccccc2c1. Reaction SMILES: [Br:11][c:12]1[cH:13][n:14][c:15]2[cH:16][cH:17][cH:18][cH:19][c:20]2[cH:21]1.[CH2:1]([Li:2])[CH2:3][CH2:4][CH3:5].[CH2:31]1[O:32][CH2:33][CH2:34][CH2:35]1.[CH2:6]([O:7][CH2:8][CH3:9])[CH3:10].[CH3:22][N:23]([C:24]([CH2:25][CH2:26][CH3:27])=[O:28])[O:29][CH3:30]>>[c:12]1([C:24]([CH2:25][CH2:26][CH3:27])=[O:28])[cH:13][n:14][c:15]2[cH:16][cH:17][cH:18][cH:19][c:20]2[cH:21]1. Yields the product CC1C[C@H]2CC(CCN2C1)=O ((8aS)-2-Methyl-1,2,3,5,6,7,8,8a-octahydroindolizin-7-one). Procedure details: In a similar manner to that described in Preparative Example 1(iii)′ above, a reaction was performed, using (2S)-1-benzyloxycarbonyl-2-(3-ethoxycarbonyl-2-oxopropyl)-4-methylpyrrolidine [obtained as described in Preparative Example 8(v)′ above] instead of (2S,4R)-1-benzyloxycarbonyl-2-(3-ethoxycarbonyl-2-oxopropyl)-4-methoxypyrrolidine, to give the title compound as a colorless oil (yield: 34%). The reactants are C(C1=CC=CC=C1)OC(=O)N1[C@@H](CC(C1)C)CC(CC(=O)OCC)=O ((2S)-1-benzyloxycarbonyl-2-(3-ethoxycarbonyl-2-oxopropyl)-4-methylpyrrolidine), C(C1=CC=CC=C1)OC(=O)N1[C@@H](C[C@H](C1)OC)CC(CC(=O)OCC)=O ((2S,4R)-1-benzyloxycarbonyl-2-(3-ethoxycarbonyl-2-oxopropyl)-4-methoxypyrrolidine). Yield: 34.0%. RXN SMILES: C(OC([N:11]1[CH2:15][CH:14]([CH3:16])[CH2:13][C@H:12]1[CH2:17][C:18](=[O:25])[CH2:19][C:20](OCC)=O)=O)C1C=CC=CC=1.C(OC(N1C[C@H](OC)C[C@H]1CC(=O)CC(OCC)=O)=O)C1C=CC=CC=1>>[CH3:16][CH:14]1[CH2:15][N:11]2[C@H:12]([CH2:17][C:18](=[O:25])[CH2:19][CH2:20]2)[CH2:13]1.